This data is from the Open Reaction Database (ORD), a public repository of structured organic reaction records. The task is: describe an organic reaction: reactants, conditions, products, and yield The reactants are CC(=O)Nc1ccc(SCCCO)cc1, ClCCl, O=S(Cl)Cl, c1ccncc1. Yields the product CC(=O)Nc1ccc(SCCCCl)cc1. Reaction SMILES: [C:1]([CH3:2])(=[O:3])[NH:4][c:5]1[cH:6][cH:7][c:8]([S:11][CH2:12][CH2:13][CH2:14][OH:15])[cH:9][cH:10]1.[CH2:26]([Cl:27])[Cl:28].[S:22]([Cl:23])([Cl:24])=[O:25].[cH:16]1[cH:17][cH:18][n:19][cH:20][cH:21]1>>[C:1]([CH3:2])(=[O:3])[NH:4][c:5]1[cH:6][cH:7][c:8]([S:11][CH2:12][CH2:13][CH2:14][Cl:24])[cH:9][cH:10]1. Starting materials: B, Cc1cccc(OCc2ccccc2)c1, CC(=O)[O-], CN(C)C=O, [Na+], O=P(Cl)(Cl)Cl. Product: Cc1cc(OCc2ccccc2)ccc1C=O. RXN SMILES: [B:21].[CH2:6]([c:7]1[cH:8][cH:9][cH:10][cH:11][cH:12]1)[O:13][c:14]1[cH:15][c:16]([CH3:20])[cH:17][cH:18][cH:19]1.[CH3:23][C:24]([O-:25])=[O:26].[CH3:27][N:28]([CH3:29])[CH:30]=[O:31].[Na+:22].[P:1]([Cl:2])([Cl:3])([Cl:4])=[O:5]>>[CH2:6]([c:7]1[cH:8][cH:9][cH:10][cH:11][cH:12]1)[O:13][c:14]1[cH:15][c:16]([CH3:20])[c:17]([CH:24]=[O:25])[cH:18][cH:19]1. Reactants: COC(C1=CC(=CC(=C1)I)Cl)=O (3-chloro-5-iodo-benzoic acid methyl ester), CS(=O)[O-].[Na+] (sodium methanesulfinate), C([O-])(O)=O.[Na+] (sodium bicarbonate), N1[C@H](C(=O)O)CCC1 (L-proline), [OH-].[Na+] (sodium hydroxide). The reagents and catalysts are [Cu]I (copper(I) iodide). Run in C(C)(=O)OCC (ethyl acetate), CS(=O)C (dimethylsulfoxide). Reaction conditions: temperature 25 celsius, time 30 minute. Product: COC(C1=CC(=CC(=C1)S(=O)(=O)C)Cl)=O (3-Chloro-5-methanesulfonyl-benzoic acid methyl ester). The yield is 55.1%. As a reaction SMILES: N1CCC[C@H]1C(O)=O.[OH-].[Na+].[CH3:11][O:12][C:13](=[O:22])[C:14]1[CH:19]=[C:18](I)[CH:17]=[C:16]([Cl:21])[CH:15]=1.[CH3:23][S:24]([O-:26])=[O:25].[Na+].C(=O)(O)[O-].[Na+]>CS(C)=O.[Cu]I.C(OCC)(=O)C>[CH3:11][O:12][C:13](=[O:22])[C:14]1[CH:19]=[C:18]([S:24]([CH3:23])(=[O:26])=[O:25])[CH:17]=[C:16]([Cl:21])[CH:15]=1 |f:1.2,4.5,6.7|. Procedure details: To a solution of L-proline (1.553 g, 13.49 mmol, CAS RN 147-85-3) in dimethylsulfoxide (80 mL) was added sodium hydroxide (0.54 g, 13.49 mmol) and the reaction mixture was stirred at 25° C. for 30 min. Then copper(I) iodide (2.568 g, 13.49 mmol), 3-chloro-5-iodo-benzoic acid methyl ester (5.0 g, 16.86 mmol, CAS RN 289039-85-6) and sodium methanesulfinate (13.77 g, 134.9 mmol, CAS RN 20277-69-4) were added to the reaction mixture and the reaction mixture was heated at 120° C. for 2 h. The reactio...